This data is from the Open Reaction Database (ORD), a public repository of structured organic reaction records. The task is: describe an organic reaction: reactants, conditions, products, and yield The reactants are C12(CC3CC(CC(C1)C3)C2)C=2C=C(C=CC2OC)CO (3-(1-adamantyl)-4-methoxybenzenemethanol), N1=CC=CC=C1 (pyridine), P(Br)(Br)Br (phosphorus tribromide). Run in C1(=CC=CC=C1)C (toluene), C1(=CC=CC=C1)C (toluene). Conditions: time 4 hour. The product is C12(CC3CC(CC(C1)C3)C2)C=2C=C(CBr)C=CC2OC (3-(1-adamantyl)-4-methoxybenzyl bromide). RXN SMILES: [C:1]12([C:11]3[CH:12]=[C:13]([CH2:19]O)[CH:14]=[CH:15][C:16]=3[O:17][CH3:18])[CH2:10][CH:5]3[CH2:6][CH:7]([CH2:9][CH:3]([CH2:4]3)[CH2:2]1)[CH2:8]2.N1C=CC=CC=1.P(Br)(Br)[Br:28]>C1(C)C=CC=CC=1>[C:1]12([C:11]3[CH:12]=[C:13]([CH:14]=[CH:15][C:16]=3[O:17][CH3:18])[CH2:19][Br:28])[CH2:10][CH:5]3[CH2:6][CH:7]([CH2:9][CH:3]([CH2:4]3)[CH2:2]1)[CH2:8]2. Procedure: 2.72 g (10 mmol) of the above benzyl alcohol (a), 30 ml of toluene and 800 μl (10 mmol) of pyridine were introduced into a three-necked flask. A solution of 940 μl (10 mmol) of phosphorus tribromide in 9 ml of toluene was added dropwise, at 0° C., and the mixture was stirred at room temperature for 4 hours. The reaction medium was evaporated to dryness and the residue was taken up in water and ethyl ether. The organic phase was separated out after settling had taken place, dried over magnesium s... Reactants: [N-]=[N+]=[N-] (azide), C1(=CC=CC=C1)P(C1=CC=CC=C1)C1=CC=CC=C1 (triphenylphosphine), N(=[N+]=[N-])CC(=O)OC (methyl azidoacetate), C(C=CC1=CC=CC=C1)=O (cinnamaldehyde). The product is [PH3]=NC=CC=C (2-aza-1λ5-phosphahexa-1,3,5-triene), C(C1=CC=CC=C1)=O (benzaldehyde), formula 25. Reaction SMILES: [CH:1](=[O:10])C=C[C:4]1[CH:9]=CC=CC=1.[N:11]([CH2:14][C:15](OC)=O)=[N+]=[N-].[N-]=[N+]=[N-].C1([P:28]([C:35]2[CH:40]=[CH:39][CH:38]=[CH:37][CH:36]=2)C2C=CC=CC=2)C=CC=CC=1>>[PH3:28]=[N:11][CH:14]=[CH:15][CH:9]=[CH2:4].[CH:1](=[O:10])[C:35]1[CH:36]=[CH:37][CH:38]=[CH:39][CH:40]=1. Procedure: Scheme 5 illustrates a method for the synthesis of title compounds of general formula I wherein the R1 substituent is an carboxylic ester or similar functional group that can in turn be prepared from an ester. In this synthetic method, a cinnamaldehyde of general formula 22 is used as the starting material. If the cinnamaldehyde derivative of general formula 22 with the desired substitution pattern is not readily available, it may be prepared in two step from the cinnamic acid of general formula... The reactants are O=C1NC(=O)c2ccccc21, N#Cc1cccc(CCl)c1, CN(C)C=O, [K], O. The product is N#Cc1cccc(CN2C(=O)c3ccccc3C2=O)c1. As a reaction SMILES: [C:11]1(=[O:21])[c:12]2[c:13]([cH:17][cH:18][cH:19][cH:20]2)[C:14](=[O:16])[NH:15]1.[C:1](#[N:2])[c:3]1[cH:4][c:5]([CH2:6][Cl:7])[cH:8][cH:9][cH:10]1.[CH3:24][N:25]([CH3:26])[CH:27]=[O:28].[K:22].[OH2:23]>>[C:1](#[N:2])[c:3]1[cH:4][c:5]([CH2:6][N:15]2[C:11](=[O:21])[c:12]3[c:13]([cH:17][cH:18][cH:19][cH:20]3)[C:14]2=[O:16])[cH:8][cH:9][cH:10]1. Starting materials: B, C1=C(CNC(c2ccccc2)(c2ccccc2)c2ccccc2)OCCC1, [Na+], C1CCOC1, C1CCOC1, [OH-], OO. Product: OC1CCCOC1CNC(c1ccccc1)(c1ccccc1)c1ccccc1. Reaction SMILES: [BH3:6].[C:7]([c:8]1[cH:9][cH:10][cH:11][cH:12][cH:13]1)([c:14]1[cH:15][cH:16][cH:17][cH:18][cH:19]1)([c:20]1[cH:21][cH:22][cH:23][cH:24][cH:25]1)[NH:26][CH2:27][C:28]1=[CH:33][CH2:32][CH2:31][CH2:30][O:29]1.[Na+:35].[O:1]1[CH2:2][CH2:3][CH2:4][CH2:5]1.[O:38]1[CH2:39][CH2:40][CH2:41][CH2:42]1.[OH-:34].[OH:36][OH:37]>>[OH:1][CH:33]1[CH:28]([CH2:27][NH:26][C:7]([c:8]2[cH:9][cH:10][cH:11][cH:12][cH:13]2)([c:14]2[cH:15][cH:16][cH:17][cH:18][cH:19]2)[c:20]2[cH:21][cH:22][cH:23][cH:24][cH:25]2)[O:29][CH2:30][CH2:31][CH2:32]1. Reactants: BrC1=CC(=C(S1)C(=O)OCC)C (ethyl 5-bromo-3-methylthiophene-2-carboxylate), BrC=1C(=C(SC1)C(=O)OCC)C (ethyl 4-bromo-3-methylthiophene-2-carboxylate), [Cu](C#N)C#N (copper cyanide). Solvent: CN(C=O)C (N,N-dimethylformamide). Conditions: temperature 150 celsius, time 5 hour. Reported procedure: A mixture of ethyl 5-bromo-3-methylthiophene-2-carboxylate and ethyl 4-bromo-3-methylthiophene-2-carboxylate (˜1:4) (7.12 g, 28.60 mmol) and copper cyanide (7.68 g, 85.79 mmol) in anhydrous N,N-dimethylformamide (50 mL) was stirred under nitrogen atmosphere at 150° C. for 5 h. The mixture was allowed to cool to ambient temperature, and then partitioned between ethyl acetate (200 mL) and 14% aqueous ammonium hydroxide (200 mL). The organic layer was washed with 14% aqueous ammonium hydroxide (2×1... Isolated yield 38.0%. The product is C(#N)C1=CC(=C(S1)C(=O)OCC)C (ethyl 5-cyano-3-methylthiophene-2-carboxylate). As a reaction SMILES: Br[C:2]1[S:6][C:5]([C:7]([O:9][CH2:10][CH3:11])=[O:8])=[C:4]([CH3:12])[CH:3]=1.BrC1C(C)=C(C(OCC)=O)SC=1.[Cu](C#N)[C:26]#[N:27]>CN(C)C=O>[C:26]([C:2]1[S:6][C:5]([C:7]([O:9][CH2:10][CH3:11])=[O:8])=[C:4]([CH3:12])[CH:3]=1)#[N:27]. Starting materials: CCO, [H][H], O=C(Nc1ccccc1NC(=O)c1cccc([N+](=O)[O-])c1)OC(c1ccncc1)C1CCNCC1. Yields the product Nc1cccc(C(=O)Nc2ccccc2NC(=O)OC(c2ccncc2)C2CCNCC2)c1. As a reaction SMILES: [CH3:38][CH2:39][OH:40].[H:36][H:37].[N+:1]([O-:2])(=[O:3])[c:4]1[cH:5][c:6]([C:7](=[O:8])[NH:9][c:10]2[c:11]([NH:16][C:17](=[O:18])[O:19][CH:20]([c:21]3[cH:22][cH:23][n:24][cH:25][cH:26]3)[CH:27]3[CH2:28][CH2:29][NH:30][CH2:31][CH2:32]3)[cH:12][cH:13][cH:14][cH:15]2)[cH:33][cH:34][cH:35]1>>[NH2:1][c:4]1[cH:5][c:6]([C:7](=[O:8])[NH:9][c:10]2[c:11]([NH:16][C:17](=[O:18])[O:19][CH:20]([c:21]3[cH:22][cH:23][n:24][cH:25][cH:26]3)[CH:27]3[CH2:28][CH2:29][NH:30][CH2:31][CH2:32]3)[cH:12][cH:13][cH:14][cH:15]2)[cH:33][cH:34][cH:35]1. The reactants are O=C([O-])O, O=C(O)c1cccc(-n2c(=O)c(Cc3ccccc3)nc3cccnc32)c1, CCOC(C)=O, CN(C)C=O, O=C(Cl)C(=O)Cl, ClCCl, N, [Na+]. The product is NC(=O)c1cccc(-n2c(=O)c(Cc3ccccc3)nc3cccnc32)c1. As a reaction SMILES: [C:35](=[O:36])([OH:37])[O-:38].[CH2:1]([c:2]1[cH:3][cH:4][cH:5][cH:6][cH:7]1)[c:8]1[n:9][c:10]2[c:11]([n:12](-[c:15]3[cH:16][c:17]([C:21](=[O:22])[OH:23])[cH:18][cH:19][cH:20]3)[c:13]1=[O:14])[n:24][cH:25][cH:26][cH:27]2.[CH3:43][CH2:44][O:45][C:46](=[O:47])[CH3:48].[CH3:49][N:50]([CH3:51])[CH:52]=[O:53].[Cl:28][C:29]([C:30]([Cl:31])=[O:32])=[O:33].[Cl:40][CH2:41][Cl:42].[NH3:34].[Na+:39]>>[CH2:1]([c:2]1[cH:3][cH:4][cH:5][cH:6][cH:7]1)[c:8]1[n:9][c:10]2[c:11]([n:12](-[c:15]3[cH:16][c:17]([C:21](=[O:22])[NH2:34])[cH:18][cH:19][cH:20]3)[c:13]1=[O:14])[n:24][cH:25][cH:26][cH:27]2.